Dataset: the Open Reaction Database (ORD), a public repository of structured organic reaction records. Task: describe an organic reaction: reactants, conditions, products, and yield Starting materials: O=C(O)Cc1cc(C(F)(F)F)cc(C(F)(F)F)c1, C1CCOC1, CNc1ccccc1-c1ccccc1. Yields the product CN(C(=O)Cc1cc(C(F)(F)F)cc(C(F)(F)F)c1)c1ccccc1-c1ccccc1. Reaction SMILES: [F:1][C:2]([c:3]1[cH:4][c:5]([CH2:13][C:14](=[O:15])[OH:16])[cH:6][c:7]([C:9]([F:10])([F:11])[F:12])[cH:8]1)([F:17])[F:18].[O:19]1[CH2:20][CH2:21][CH2:22][CH2:23]1.[c:24]1(-[c:32]2[cH:33][cH:34][cH:35][cH:36][cH:37]2)[c:25]([NH:30][CH3:31])[cH:26][cH:27][cH:28][cH:29]1>>[F:1][C:2]([c:3]1[cH:4][c:5]([CH2:13][C:14](=[O:16])[N:30]([c:25]2[c:24](-[c:32]3[cH:33][cH:34][cH:35][cH:36][cH:37]3)[cH:29][cH:28][cH:27][cH:26]2)[CH3:31])[cH:6][c:7]([C:9]([F:10])([F:11])[F:12])[cH:8]1)([F:17])[F:18].